Dataset: the Open Reaction Database (ORD), a public repository of structured organic reaction records. Task: describe an organic reaction: reactants, conditions, products, and yield The reactants are ClC=1C=C(C(=O)OC)C=CC1Cl (methyl 3,4-dichlorobenzoate), CO (methanol), C1(=CC=CC=C1)NN (phenylhydrazine), C[O-].[Na+] (sodium methoxide). Solvent: O (water). Reaction conditions: temperature 25 celsius. Yields the product C1(=CC=CC=C1)N(N)C(C1=CC(=C(C=C1)Cl)Cl)=O (3,4-Dichlorobenzoic acid phenylhydrazide). Reaction SMILES: [Cl:1][C:2]1[CH:3]=[C:4]([CH:9]=[CH:10][C:11]=1[Cl:12])[C:5]([O:7]C)=O.[C:13]1([NH:19][NH2:20])[CH:18]=[CH:17][CH:16]=[CH:15][CH:14]=1.C[O-].[Na+].CO>O>[C:13]1([N:19]([C:5](=[O:7])[C:4]2[CH:9]=[CH:10][C:11]([Cl:12])=[C:2]([Cl:1])[CH:3]=2)[NH2:20])[CH:18]=[CH:17][CH:16]=[CH:15][CH:14]=1 |f:2.3|. Procedure details: A mixture consisting of 71.8 g. (0.35 mole) methyl 3,4-dichlorobenzoate, 37.9 g. (0.35 mole) phenylhydrazine, 21.6 g. (0.40 mole) sodium methoxide, and 175 ml. methanol was heated at the reflux temperature for 22 hrs. After cooling the reaction mixture to about 25° C., it was poured into 500 ml. water. The aqueous mixture was filtered and the solids that collected on the filter were dissolved in 500 ml. ethanol. Refrigeration caused crystals to form which were recovered by filtration. There was ... The reactants are C(C1=CC=CC=C1)(=O)/C=C/C(=O)OCC (ethyl trans-β-benzoylacrylate), [Li+].N[C@@H](C)C(=O)[O-] (L-alanine lithium salt), ice water, Cl (hydrochloric acid). The reagents and catalysts are C(C)OC(=O)[C@H](CC(C1=CC=CC=C1)=O)N[C@@H](C)C(=O)O (N-(1(S)-ethoxycarbonyl-3-oxo-3-phenylpropyl)-L-alanine). The solvent is C(C)O (ethanol), C(C)O (ethanol). Conditions: time 5 minute. Yields the product C(C)OC(=O)C(CC(C1=CC=CC=C1)=O)N[C@@H](C)C(=O)O (N-(1-ethoxycarbonyl-3-oxo-3-phenylpropyl)-L-alanine). Isolated yield 68.2%. RXN SMILES: [C:1](/[CH:9]=[CH:10]/[C:11]([O:13][CH2:14][CH3:15])=[O:12])(=[O:8])[C:2]1[CH:7]=[CH:6][CH:5]=[CH:4][CH:3]=1.[Li+].[NH2:17][C@H:18]([C:20]([O-:22])=[O:21])[CH3:19].Cl>C(O)C.C(OC([C@@H](N[C@H](C(O)=O)C)CC(=O)C1C=CC=CC=1)=O)C>[CH2:14]([O:13][C:11]([CH:10]([NH:17][C@H:18]([C:20]([OH:22])=[O:21])[CH3:19])[CH2:9][C:1](=[O:8])[C:2]1[CH:7]=[CH:6][CH:5]=[CH:4][CH:3]=1)=[O:12])[CH3:15] |f:1.2|. Procedure details: To a solution of 25.9 g of ethyl trans-β-benzoylacrylate in 770 ml of ethanol was added a solution of 6.03 g of L-alanine lithium salt in 426 ml of ethanol over 30 minutes at room temperature. After completion of addition, the mixture was stirred for an additional 5 minutes, and then 5.29 ml of concentrated hydrochloric acid was added, followed by cooling with ice-water. As seed crystals, 679 mg of N-(1(S)-ethoxycarbonyl-3-oxo-3-phenylpropyl)-L-alanine was added, and the mixture was stirred for ... Reactants: CNC(=O)C1CNCCN1, CCSC1=NC(=O)C(=Cc2ccc3c(cnn3Cc3ccc(Cl)cc3C(F)(F)F)c2)S1. The product is CNC(=O)C1CN(C2=NC(=O)C(=Cc3ccc4c(cnn4Cc4ccc(Cl)cc4C(F)(F)F)c3)S2)CCN1. Reaction SMILES: [CH3:32][NH:33][C:34](=[O:35])[CH:36]1[NH:37][CH2:38][CH2:39][NH:40][CH2:41]1.[Cl:1][c:2]1[cH:3][c:4]([C:28]([F:29])([F:30])[F:31])[c:5]([CH2:6][n:7]2[n:8][cH:9][c:10]3[cH:11][c:12]([CH:16]=[C:17]4[C:18](=[O:25])[N:19]=[C:20]([S:22][CH2:23][CH3:24])[S:21]4)[cH:13][cH:14][c:15]23)[cH:26][cH:27]1>>[Cl:1][c:2]1[cH:3][c:4]([C:28]([F:29])([F:30])[F:31])[c:5]([CH2:6][n:7]2[n:8][cH:9][c:10]3[cH:11][c:12]([CH:16]=[C:17]4[C:18](=[O:25])[N:19]=[C:20]([N:40]5[CH2:39][CH2:38][NH:37][CH:36]([C:34]([NH:33][CH3:32])=[O:35])[CH2:41]5)[S:21]4)[cH:13][cH:14][c:15]23)[cH:26][cH:27]1. The reactants are O=C(CC(=O)OCC)C1=CC(=CC=C1)C#N (Ethyl 3-oxo-3-(3-cyano-phenyl)-propionate), C(C)(C)(C)OC(N(C)C)N(C)C (tert.-butoxy-bis-(dimethylamino)-methane). The product is CN(C=C(C(=O)OCC)C(C1=CC(=CC=C1)C#N)=O)C (Ethyl 3-dimethylamino-2-(3-cyano-benzoyl)-acrylate). As a reaction SMILES: [O:1]=[C:2]([C:9]1[CH:14]=[CH:13][CH:12]=[C:11]([C:15]#[N:16])[CH:10]=1)[CH2:3][C:4]([O:6][CH2:7][CH3:8])=[O:5].C(O[CH:22](N(C)C)[N:23]([CH3:25])[CH3:24])(C)(C)C>>[CH3:22][N:23]([CH3:25])[CH:24]=[C:3]([C:2](=[O:1])[C:9]1[CH:14]=[CH:13][CH:12]=[C:11]([C:15]#[N:16])[CH:10]=1)[C:4]([O:6][CH2:7][CH3:8])=[O:5]. Procedure: Ethyl 3-oxo-3-(3-cyano-phenyl)-propionate (109 mg, 0.5 mmol) was reacted with tert.-butoxy-bis-(dimethylamino)-methane using in analogous manner the procedure described in example 28a) to give crude title compound (85 mg) as a yellow oil which was used directly in the next step.